This data is from the Open Reaction Database (ORD), a public repository of structured organic reaction records. The task is: describe an organic reaction: reactants, conditions, products, and yield The reactants are CN(C)C(=[N+](C)C)ON1C2=C(C=CC=C2)N=N1.[B-](F)(F)(F)F (TBTU), CC1=NOC(=C1C(=O)O)CC(C1=CC=CC=C1)=O (3-methyl-5-(2-oxo-2-phenylethyl)isoxazole-4-carboxylic acid), C(C)N(C(C)C)C(C)C (N-ethyl-N-isopropylpropan-2-amine), C1NCC2=CC=CC=C12 (isoindoline). The solvent is CN(C)C=O (DMF), CN(C)C=O (DMF), C(Cl)(Cl)Cl (Chloroform). The product is C1N(CC2=CC=CC=C12)C(=O)C=1C(=NOC1CC(=O)C1=CC=CC=C1)C (2-[4-(1,3-dihydro-2H-isoindol-2-ylcarbonyl)-3-methylisoxazol-5-yl]-1-phenylethanone). Reaction SMILES: CN(C(ON1N=NC2C=CC=CC1=2)=[N+](C)C)C.[B-](F)(F)(F)F.[CH3:23][C:24]1[C:28]([C:29]([OH:31])=O)=[C:27]([CH2:32][C:33](=[O:40])[C:34]2[CH:39]=[CH:38][CH:37]=[CH:36][CH:35]=2)[O:26][N:25]=1.C(N(C(C)C)C(C)C)C.[CH2:50]1[C:58]2[C:53](=[CH:54][CH:55]=[CH:56][CH:57]=2)[CH2:52][NH:51]1>CN(C=O)C.C(Cl)(Cl)Cl>[CH2:50]1[C:58]2[C:53](=[CH:54][CH:55]=[CH:56][CH:57]=2)[CH2:52][N:51]1[C:29]([C:28]1[C:24]([CH3:23])=[N:25][O:26][C:27]=1[CH2:32][C:33]([C:34]1[CH:39]=[CH:38][CH:37]=[CH:36][CH:35]=1)=[O:40])=[O:31] |f:0.1|. Procedure details: A solution of TBTU (0.48 g, 1.5 mmol, 1,5 eq.) in DMF (2 mL) was added to a mixture of 3-methyl-5-(2-oxo-2-phenylethyl)isoxazole-4-carboxylic acid (0.24 g, 1 mmol, 1 eq), N-ethyl-N-isopropylpropan-2-amine (0.18 mL, 1 eq) and isoindoline (0.11 mL, 1 eq) in DMF (1 mL). The resulting solution was stirred at room temperature. Chloroform (25 mL) was added and the solution was washed with water and 1 M HCl, dried (Na2SO4) and evaporated. The residue was purified by flash chromatography (SiO2 1:2 hepta... The reactants are C(C)OC(COC1=CC=C(CC=2C3=C(SC2C2=CC=C(C=C2)OCCN2CCCC2)C=CC=C3)C=C1)=O (3-[4-(2-ethoxy-2-oxoethoxy)benzyl]-2-[4-[2-(1-pyrrolidinyl)ethoxy]phenyl]benzo[b]thiophene), O.NN (hydrazine hydrate). Run in CCO (EtOH). Product: N(N)C(COC1=CC=C(CC=2C3=C(SC2C2=CC=C(C=C2)OCCN2CCCC2)C=CC=C3)C=C1)=O (3-[4-(2-Hydrazino-2-oxoethoxy)benzyl]-2-[4-[2-(1-pyrrolidinyl)ethoxy]phenyl]benzo[b]thiophene). Yield: 100.0%. RXN SMILES: C([O:3][C:4](=O)[CH2:5][O:6][C:7]1[CH:36]=[CH:35][C:10]([CH2:11][C:12]2[C:13]3[CH:34]=[CH:33][CH:32]=[CH:31][C:14]=3[S:15][C:16]=2[C:17]2[CH:22]=[CH:21][C:20]([O:23][CH2:24][CH2:25][N:26]3[CH2:30][CH2:29][CH2:28][CH2:27]3)=[CH:19][CH:18]=2)=[CH:9][CH:8]=1)C.O.[NH2:39][NH2:40]>CCO>[NH:39]([C:4](=[O:3])[CH2:5][O:6][C:7]1[CH:8]=[CH:9][C:10]([CH2:11][C:12]2[C:13]3[CH:34]=[CH:33][CH:32]=[CH:31][C:14]=3[S:15][C:16]=2[C:17]2[CH:22]=[CH:21][C:20]([O:23][CH2:24][CH2:25][N:26]3[CH2:27][CH2:28][CH2:29][CH2:30]3)=[CH:19][CH:18]=2)=[CH:35][CH:36]=1)[NH2:40] |f:1.2|. Procedure details: A mixture of 3-[4-(2-ethoxy-2-oxoethoxy)benzyl]-2-[4-[2-(1-pyrrolidinyl)ethoxy]phenyl]benzo[b]thiophene (400 mg), hydrazine hydrate (2 mL), and EtOH (50 mL was refluxed for 3.5 hours, cooled, and evaporated in vacuo to give the title compound as an amorphous solid (0.4 g, 100%). The reactants are ClC(=O)OC(C)C (isopropyl chloroformate), CS(=O)(=O)C1=CC=C(C=C1)C=1N=CC(=NC1)OC(C)C1CCN(CC1)C(=O)OC(C)(C)C ((±)-1,1-dimethylethyl 4-[1-({5-[4-(methylsulfonyl)phenyl]-2-pyrazinyl}oxy)ethyl]-1-piperidinecarboxylate), C(=O)(C(F)(F)F)O (TFA), C(C)(C)N(CC)C(C)C (diisopropylethylamine). Reported procedure: The title compound (0.21 g, 98%) was prepared as a white foam from (±)-1,1-dimethylethyl 4-[1-({5-[4-(methylsulfonyl)phenyl]-2-pyrazinyl}oxy)ethyl]-1-piperidinecarboxylate (Example 160, 0.22 g, 0.48 mmol) and TFA (0.37 mL) in CH2Cl2 (16 mL) then diisopropylethylamine (1.25 mL) and isopropyl chloroformate (1.0M in toluene, 0.57 mL, 0.57 mmol) in a manner similar to Example 74. The crude material was purified by chromatography on a silica gel column eluted with 50% EtOAc/hexanes to afford (±)-1-me... Solvent: C(Cl)Cl (CH2Cl2). Yields the product CS(=O)(=O)C1=CC=C(C=C1)C=1N=CC(=NC1)OC(C)C1CCN(CC1)C(=O)OC(C)C ((±)-1-methylethyl 4-[1-({5-[4-(methylsulfonyl)phenyl]-2-pyrazinyl}oxy)ethyl]-1-piperidinecarboxylate). Reaction SMILES: [CH3:1][S:2]([C:5]1[CH:10]=[CH:9][C:8]([C:11]2[N:12]=[CH:13][C:14]([O:17][CH:18]([CH:20]3[CH2:25][CH2:24][N:23]([C:26]([O:28][C:29](C)([CH3:31])[CH3:30])=[O:27])[CH2:22][CH2:21]3)[CH3:19])=[N:15][CH:16]=2)=[CH:7][CH:6]=1)(=[O:4])=[O:3].C(O)(C(F)(F)F)=O.C(N(C(C)C)CC)(C)C.ClC(OC(C)C)=O>C(Cl)Cl>[CH3:1][S:2]([C:5]1[CH:10]=[CH:9][C:8]([C:11]2[N:12]=[CH:13][C:14]([O:17][CH:18]([CH:20]3[CH2:25][CH2:24][N:23]([C:26]([O:28][CH:29]([CH3:31])[CH3:30])=[O:27])[CH2:22][CH2:21]3)[CH3:19])=[N:15][CH:16]=2)=[CH:7][CH:6]=1)(=[O:4])=[O:3].